This data is from the Open Reaction Database (ORD), a public repository of structured organic reaction records. The task is: describe an organic reaction: reactants, conditions, products, and yield As a reaction SMILES: [CH3:1][N:2](N=O)[C:3]([NH:5][N+:6]([O-:8])=[O:7])=[NH:4].[Cl:11][C:12]1[CH:13]=C([CH:16]=[C:17]([Cl:20])[C:18]=1[Cl:19])N.[OH-].[Na+]>C(O)C>[N+:6]([NH:5][C:3]([NH:2][C:1]1[CH:13]=[C:12]([Cl:11])[C:18]([Cl:19])=[C:17]([Cl:20])[CH:16]=1)=[NH:4])([O-:8])=[O:7] |f:2.3|. Reaction conditions: temperature 40 celsius. Procedure: To a slurry of N-methyl-N-nitroso-N'-nitroguanidine 3.3 g (0.0225 mol) in 200 ml of a 50% aqueous ethanol mixture is added 5.0 g (0.025 mol) of 3,4,5-trichloroaniline. This mixture is heated to 40° C. for 72 hours and then treated with one equivalent of NaOH to decompose excess N-methyl-N-nitroso-N'-nitroguanidine. The mixture is then filtered and acidified with concentrated HCl to give 1.6 g of a yellow solid which, when recrystallized, gives 1.4 g of the desired product. The melting point of t... Reactants: CN(C(=N)N[N+](=O)[O-])N=O (N-methyl-N-nitroso-N'-nitroguanidine), ClC=1C=C(N)C=C(C1Cl)Cl (3,4,5-trichloroaniline), CN(C(=N)N[N+](=O)[O-])N=O (N-methyl-N-nitroso-N'-nitroguanidine), [OH-].[Na+] (NaOH). Yield: 25.1%. The product is [N+](=O)([O-])NC(=N)NC1=CC(=C(C(=C1)Cl)Cl)Cl (1-nitro-3-(3,4,5-trichlorophenyl)guanidine). Run in C(C)O (ethanol). Starting materials: Cl.CS(=O)(=O)C1=CC=C(OCC=2N=C(SC2)N2CCNCC2)C=C1 (1-[4-(4-Methanesulfonyl-phenoxymethyl)-thiazol-2-yl]-piperazine hydrochloride), CCN(C(C)C)C(C)C (DIPEA), C(C(C)C)S(=O)(=O)Cl (isobutanesulfonyl chloride). Run in C(Cl)Cl (CH2Cl2). Run at time 1 hour. Product: CS(=O)(=O)C1=CC=C(OCC=2N=C(SC2)N2CCN(CC2)S(=O)(=O)CC(C)C)C=C1 (1-[4-(4-Methanesulfonyl-phenoxymethyl)-thiazol-2-yl]-4-(2-methyl-propane-1-sulfonyl)-piperazine). RXN SMILES: Cl.[CH3:2][S:3]([C:6]1[CH:24]=[CH:23][C:9]([O:10][CH2:11][C:12]2[N:13]=[C:14]([N:17]3[CH2:22][CH2:21][NH:20][CH2:19][CH2:18]3)[S:15][CH:16]=2)=[CH:8][CH:7]=1)(=[O:5])=[O:4].CCN(C(C)C)C(C)C.[CH2:34]([S:38](Cl)(=[O:40])=[O:39])[CH:35]([CH3:37])[CH3:36]>C(Cl)Cl>[CH3:2][S:3]([C:6]1[CH:7]=[CH:8][C:9]([O:10][CH2:11][C:12]2[N:13]=[C:14]([N:17]3[CH2:22][CH2:21][N:20]([S:38]([CH2:34][CH:35]([CH3:37])[CH3:36])(=[O:40])=[O:39])[CH2:19][CH2:18]3)[S:15][CH:16]=2)=[CH:23][CH:24]=1)(=[O:5])=[O:4] |f:0.1|. Procedure: A solution of 1-[4-(4-Methanesulfonyl-phenoxymethyl)-thiazol-2-yl]-piperazine hydrochloride (100 mg, 0.26 mmol) and DIPEA (134 mL, 3 eq.) in CH2Cl2 (5 mL) was added isobutanesulfonyl chloride (41 mL, 1.2 eq.). The mixture was stirred for 1 hour, then the reaction solution was directly purified on silica gel (EtOAc:hexanes=1:1) to afford the desired product as a pale yellow solid. 1H NMR (CDCl3): δ 7.87 (2H, d, J=8.8 Hz), 7.12 (2H, d, J=8.8 Hz), 6.62 (1H, s), 5.05 (2H, s), 3.61 (4H, m), 3.39 (4H,... The reactants are FC(C(I)(F)F)(F)F (pentafluoroiodoethane), C[Li].[Br-].[Li+] (methyllithium lithium bromide), BrC=1C=C(C=NC1)C=CC(=O)N(C)OC (3-(5-bromo-pyridin-3-yl)-N-methoxy-N-methyl-acrylamide). Reaction conditions: time 20 minute. The product is BrC=1C=C(C=NC1)C=CC(C(C(F)(F)F)(F)F)=O (1-(5-bromo-pyridin-3-yl)-4,4,5,5,5-pentafluoro-pent-1-en-3-one). The yield is 29.0%. RXN SMILES: [F:1][C:2]([F:8])([F:7])[C:3]([F:6])([F:5])I.C[Li].[Br-].[Li+].[Br:13][C:14]1[CH:15]=[C:16]([CH:20]=[CH:21][C:22](N(OC)C)=[O:23])[CH:17]=[N:18][CH:19]=1>>[Br:13][C:14]1[CH:15]=[C:16]([CH:20]=[CH:21][C:22](=[O:23])[C:3]([F:6])([F:5])[C:2]([F:8])([F:7])[F:1])[CH:17]=[N:18][CH:19]=1 |f:1.2.3|. Reported procedure: To a saturated solution of pentafluoroiodoethane (0.84 M, in diethyl ether) (108.0 mL, 91.0 mmol), was slowly added a solution of methyllithium/lithium bromide (1.5 M, in diethyl ether) (61.0 mL, 91.0 mmol) under nitrogen atmosphere at −78° C. The reaction mixture was stirred for 20 minutes and then a solution of 3-(5-bromo-pyridin-3-yl)-N-methoxy-N-methyl-acrylamide (8.2 g, 30.3 mmol, in diethyl ether/tetrahydrofuran 50.0 mL/150.0 mL) prepared in Step 2 was slowly added thereto at −78° C. The r... Starting materials: ethyl and methyl esters, NC1=C(CCCC1)C(=O)O (2-amino cyclohex-1-ene carboxylic acid), C(CC(=O)OCC)(=O)OCC (diethyl malonate), [Na] (sodium), Cl (HCl). The solvent is C(C)O (ethanol), O (water). Run at time 30 hour. The product is C(=O)(OCC)C=1C(NC=2CCCCC2C1O)=O (3-Carboethoxy-4-hydroxy-5,6,7,8-tetrahydrocarbostyril). RXN SMILES: [NH2:1][C:2]1[CH2:7][CH2:6][CH2:5][CH2:4][C:3]=1[C:8]([OH:10])=O.[C:11](OCC)(=[O:18])[CH2:12][C:13]([O:15][CH2:16][CH3:17])=[O:14].[Na].Cl>C(O)C.O>[C:13]([C:12]1[C:11](=[O:18])[NH:1][C:2]2[CH2:7][CH2:6][CH2:5][CH2:4][C:3]=2[C:8]=1[OH:10])([O:15][CH2:16][CH3:17])=[O:14] |^1:21|. Reported procedure: A mixture of a 60:40 mixture of the ethyl and methyl esters of 2-amino cyclohex-1-ene carboxylic acid (47.2g; 0.29 mole) and diethyl malonate (46,4g; 0.29 mole) were added to a solution of sodium (7.2g; 0.29 mole) in ethanol (145 ml) stirred at ca 110° C for 30 hrs. in an autoclave. The product was acidified with 5N HCl to pH 4.0 and diluted with water. The precipitated ester was filtered off and recrystallised from ethanol with charcoalisation, m.p. 236° - 7°(d). Run in O (water), C(C)(=O)O (acetic acid), O1CCCC1 (tetrahydrofuran), CO (methanol). The reactants are FC(C(=O)NC=1SC=C(N1)C(C(=O)NC1[C@@H]2N(C(=CCS2)C(=O)OCC2=CC=C(C=C2)[N+](=O)[O-])C1=O)=NOCC1=CC=C(C=C1)F)(F)F (4-nitrobenzyl 7-[2-[2-(2,2,2-trifluoroacetamido)thiazol-4-yl]-2-(4-fluorobenzyloxyimino)acetamido]-3-cephem-4-carboxylate). The product is FC(C(=O)NC=1SC=C(N1)C(C(=O)NC1[C@@H]2N(C(=CCS2)C(=O)O)C1=O)=NOCC1=CC=C(C=C1)F)(F)F (7-[2-[2-(2,2,2-trifluoroacetamido)thiazol-4-yl]-2-(4-fluorobenzyloxyimino)-acetamido]-3-cephem-4-carboxylic acid). RXN SMILES: [F:1][C:2]([F:48])([F:47])[C:3]([NH:5][C:6]1[S:7][CH:8]=[C:9]([C:11](=[N:37][O:38][CH2:39][C:40]2[CH:45]=[CH:44][C:43]([F:46])=[CH:42][CH:41]=2)[C:12]([NH:14][CH:15]2[C:35](=[O:36])[N:17]3[C:18]([C:22]([O:24]CC4C=CC([N+]([O-])=O)=CC=4)=[O:23])=[CH:19][CH2:20][S:21][C@H:16]23)=[O:13])[N:10]=1)=[O:4]>O.C(O)(=O)C.O1CCCC1.CO.[C].[Pd]>[F:47][C:2]([F:1])([F:48])[C:3]([NH:5][C:6]1[S:7][CH:8]=[C:9]([C:11](=[N:37][O:38][CH2:39][C:40]2[CH:41]=[CH:42][C:43]([F:46])=[CH:44][CH:45]=2)[C:12]([NH:14][CH:15]2[C:35](=[O:36])[N:17]3[C:18]([C:22]([OH:24])=[O:23])=[CH:19][CH2:20][S:21][C@H:16]23)=[O:13])[N:10]=1)=[O:4] |f:5.6|. Yield: 83.7%. Procedure details: A mixture of 4-nitrobenzyl 7-[2-[2-(2,2,2-trifluoroacetamido)thiazol-4-yl]-2-(4-fluorobenzyloxyimino)acetamido]-3-cephem-4-carboxylate (syn isomer, 4.65 g.), 10% palladium carbon (2.3 g) in water (9.3 ml.), acetic acid (0.93 ml.), tetrahydrofuran (93 ml.) and methanol (93 ml.) were treated in a similar manner to that of Exaple 7-(2) to give 7-[2-[2-(2,2,2-trifluoroacetamido)thiazol-4-yl]-2-(4-fluorobenzyloxyimino)-acetamido]-3-cephem-4-carboxylic acid (syn isomer, 3.15 g.). Reagents/catalysts: [C].[Pd] (palladium carbon).